Dataset: the Open Reaction Database (ORD), a public repository of structured organic reaction records. Task: describe an organic reaction: reactants, conditions, products, and yield Reactants: NC1C(N(C2=C(C(=N1)C1=CC=CC=C1)C=CC=C2)C)=O (3(R,S)-amino-1,3-dihydro-1-methyl-5-phenyl-2H-1,4-benzodiazepin-2-one), ClC1=C(C=CC=C1)N=C=O (2-chlorophenylisocyanate). Run in O1CCCC1 (tetrahydrofuran). Run at time 8 hour. Product: ClC1=C(C=CC=C1)NC(=O)NC1C(N(C2=C(C(=N1)C1=CC=CC=C1)C=CC=C2)C)=O (N-(2-Chlorophenyl)-N'-(2,3-dihydro-1-methyl-2-oxo-5-phenyl-1H-1,4-benzodiazepin-3-yl)-urea). Reaction SMILES: [NH2:1][CH:2]1[N:8]=[C:7]([C:9]2[CH:14]=[CH:13][CH:12]=[CH:11][CH:10]=2)[C:6]2[CH:15]=[CH:16][CH:17]=[CH:18][C:5]=2[N:4]([CH3:19])[C:3]1=[O:20].[Cl:21][C:22]1[CH:27]=[CH:26][CH:25]=[CH:24][C:23]=1[N:28]=[C:29]=[O:30]>O1CCCC1>[Cl:21][C:22]1[CH:27]=[CH:26][CH:25]=[CH:24][C:23]=1[NH:28][C:29]([NH:1][CH:2]1[N:8]=[C:7]([C:9]2[CH:14]=[CH:13][CH:12]=[CH:11][CH:10]=2)[C:6]2[CH:15]=[CH:16][CH:17]=[CH:18][C:5]=2[N:4]([CH3:19])[C:3]1=[O:20])=[O:30]. Reported procedure: Equimolar amounts of 3(R,S)-amino-1,3-dihydro-1-methyl-5-phenyl-2H-1,4-benzodiazepin-2-one and 2-chlorophenylisocyanate were mixed in 8 ml of dry tetrahydrofuran at room temperature. The reaction mixture was allowed to stand for 8 hours and was then filtered. The collected solids were washed with tetrahydrofuran and dried in vacuo over P2O5 to give the analytical product: m.p. 263°-265° C.